From a dataset of the Open Reaction Database (ORD), a public repository of structured organic reaction records. describe an organic reaction: reactants, conditions, products, and yield As a reaction SMILES: [CH3:1][C:2]1[CH:3]=[N:4][C:5]2[CH:6]([C:12](=[S:14])[NH2:13])[CH2:7][CH2:8][CH2:9][C:10]=2[CH:11]=1.O.O.[C:17]([OH:22])(=[O:21])[C:18]([OH:20])=[O:19]>C(O)C>[C:17]([OH:22])(=[O:21])[C:18]([OH:20])=[O:19].[CH3:1][C:2]1[CH:3]=[N:4][C:5]2[CH:6]([C:12](=[S:14])[NH2:13])[CH2:7][CH2:8][CH2:9][C:10]=2[CH:11]=1 |f:1.2.3,5.6|. Procedure details: To a solution of 3-methyl-5,6,7,8-tetrahydroquinoline-8-thiocarboxamide (1g.) in hot ethanol (10 ml.) was added a solution of oxalic acid dihydrate (650 mg.) in hot ethanol (6.5 ml.). The solution was filtered and allowed to cool when the oxalate crystallised. The oxalate was removed by filtration, washed with ether and dried. Yield 1 g. 186°-8° C. Found: C, 52.71%; H, 5.63%; N, 9.19%. Calc. for C13H16N2O4S : C, 52.70%; H, 5.44%; N, 9.46%. Product: C(C(=O)O)(=O)O.CC=1C=NC=2C(CCCC2C1)C(N)=S (3-Methyl-5,6,7,8-tetrahydroquinoline-8-thiocarboxamide oxalate). Reactants: CC=1C=NC=2C(CCCC2C1)C(N)=S (3-methyl-5,6,7,8-tetrahydroquinoline-8-thiocarboxamide), O.O.C(C(=O)O)(=O)O (oxalic acid dihydrate). Solvent: C(C)O (ethanol), C(C)O (ethanol). Reactants: C(C)(=O)OC=CCSC (1-acetoxy-3-methylthiopropene), CO (methanol), stainless steel, Cl (HCl), [C]=O (carbon monoxide), C(C)(=O)OC(C(=O)OC)CCSC (2-acetoxy-4-(methylthio)butanoic acid, methyl ester). Solvent: C1(=CC=CC=C1)C (Toluene), O1CCCC1 (tetrahydrofuran). Conditions: temperature 100 celsius. The product is C(C)(=O)OC(C(=S)OC)CCSC (2-acetoxy-4-(methylthio)thiobutanoic acid, methyl ester). Isolated yield 17.8%. RXN SMILES: C(OC=CC[S:8]C)(=O)C.CO.Cl.[C]=O.[C:15]([O:18][CH:19]([CH2:24][CH2:25][S:26][CH3:27])[C:20]([O:22][CH3:23])=O)(=[O:17])[CH3:16]>O1CCCC1.C1(C)C=CC=CC=1>[C:15]([O:18][CH:19]([CH2:24][CH2:25][S:26][CH3:27])[C:20]([O:22][CH3:23])=[S:8])(=[O:17])[CH3:16] |^3:12|. Procedure details: 0.5 mmoles 1-acetoxy-3-methylthiopropene, (Z: E ratio 43:57), and 2.5 mmoles methanol were charged into a 71 cc stainless steel bomb equipped with a glass liner and a Teflon coated stir bar. Ten mole percent, based on 1-acetoxy-3-methylthiopropene, of a catalyst comprising Pd(Pφ3)4 plus 10 mole percent HCl co-catalyst was added. Toluene was included as an internal standard Five milliliters of tetrahydrofuran as a solvent were also included in the reaction system. The reaction mixture was charged... The reactants are COc1ccc(C(C)=O)cc1, C1CCOC1, O=Cc1cc(O)c(O)c([N+](=O)[O-])c1. Yields the product COc1ccc(C(=O)C=Cc2cc(O)c(O)c([N+](=O)[O-])c2)cc1. RXN SMILES: [CH3:14][O:15][c:16]1[cH:17][cH:18][c:19]([C:22]([CH3:23])=[O:24])[cH:20][cH:21]1.[O:25]1[CH2:26][CH2:27][CH2:28][CH2:29]1.[OH:1][c:2]1[cH:3][c:4]([CH:5]=[O:6])[cH:7][c:8]([N+:11](=[O:12])[O-:13])[c:9]1[OH:10]>>[OH:1][c:2]1[cH:3][c:4]([CH:5]=[CH:23][C:22]([c:19]2[cH:18][cH:17][c:16]([O:15][CH3:14])[cH:21][cH:20]2)=[O:24])[cH:7][c:8]([N+:11](=[O:12])[O-:13])[c:9]1[OH:10]. RXN SMILES: [N+:1]([C:4]1[CH:9]=[CH:8][C:7]([S:10](Cl)(=[O:12])=[O:11])=[CH:6][CH:5]=1)([O-:3])=[O:2].[NH2:14][CH2:15][CH2:16][CH2:17][CH2:18][N:19]1[C:31]2[C:30]3[CH:29]=[CH:28][CH:27]=[CH:26][C:25]=3[N:24]=[C:23]([NH2:32])[C:22]=2[N:21]=[C:20]1[CH2:33][CH2:34][CH2:35][CH3:36]>>[NH2:32][C:23]1[C:22]2[N:21]=[C:20]([CH2:33][CH2:34][CH2:35][CH3:36])[N:19]([CH2:18][CH2:17][CH2:16][CH2:15][NH:14][S:10]([C:7]3[CH:8]=[CH:9][C:4]([N+:1]([O-:3])=[O:2])=[CH:5][CH:6]=3)(=[O:12])=[O:11])[C:31]=2[C:30]2[CH:29]=[CH:28][CH:27]=[CH:26][C:25]=2[N:24]=1. The product is NC1=NC=2C=CC=CC2C2=C1N=C(N2CCCCNS(=O)(=O)C2=CC=C(C=C2)[N+](=O)[O-])CCCC (N1-[4-(4-Amino-2-butyl-1H-imidazo[4,5-c]quinolin-1-yl)butyl]-4-nitro-1-benzenesulfonamide), hydrochloride salt. Procedure: According to the general method of Example 5, 4-nitrobenzenesulfonyl chloride and 1-(4-aminobutyl)-2-butyl-1H-imidazo[4,5-c]quinoline-4-amine were combined. N1-[4-(4-Amino-2-butyl-1H-imidazo[4,5-c]quinolin-1-yl)butyl]-4-nitro-1-benzenesulfonamide was isolated as the hydrochloride salt (white solid), m.p. 96.0° C. (decomposition). 1H NMR (300 MHz, DMSO-d6) δ8.70 (very broad s, 2H), 8.38-8.34 (m, 2H), 8.19 (d, J=8.2 Hz, 1H), 8.09 (t, J=5.6 Hz, 1H), 8.03-7.99 (m, 2H), 7.80 (d, J=7.4 Hz, 1H), 7.68 (... The reactants are [N+](=O)([O-])C1=CC=C(C=C1)S(=O)(=O)Cl (4-nitrobenzenesulfonyl chloride), NCCCCN1C(=NC=2C(=NC=3C=CC=CC3C21)N)CCCC (1-(4-aminobutyl)-2-butyl-1H-imidazo[4,5-c]quinoline-4-amine). The reactants are 2n, Cl (hydrochloric acid), C(C)OC(C(C)OC1=CC=C(C=C1)CC1=C(C=C(C=C1)Cl)Cl)=O (2-[p-(2,4-dichlorobenzyl)-phenoxi]-propionic acid ethyl ester), [OH-].[Na+] (caustic soda), O (water). Solvent: CO (methanol). The product is ClC1=C(CC2=CC=C(OC(C(=O)O)C)C=C2)C=CC(=C1)Cl (2-[p-(2,4-dichlorobenzyl)-phenoxi]-propionic acid). As a reaction SMILES: C([O:3][C:4](=[O:23])[CH:5]([O:7][C:8]1[CH:13]=[CH:12][C:11]([CH2:14][C:15]2[CH:20]=[CH:19][C:18]([Cl:21])=[CH:17][C:16]=2[Cl:22])=[CH:10][CH:9]=1)[CH3:6])C.[OH-].[Na+].O.Cl>CO>[Cl:22][C:16]1[CH:17]=[C:18]([Cl:21])[CH:19]=[CH:20][C:15]=1[CH2:14][C:11]1[CH:12]=[CH:13][C:8]([O:7][CH:5]([CH3:6])[C:4]([OH:23])=[O:3])=[CH:9][CH:10]=1 |f:1.2|. Procedure details: 17.5 g of 2-[p-(2,4-dichlorobenzyl)-phenoxi]-propionic acid ethyl ester were refluxed for 2 hours with a solution of 2.5 g of caustic soda in 100 ml of methanol. After cooling, 100 ml of water were added and the mixture was acidified with 2n hydrochloric acid. The propionic acid liberated precipitated in the form of a colorless oil which, on cooling in icewater, solidified to become a colorless wax-like mass. The yield is 15.3 g. ##STR11## Reactants: polystyrene, C(C)OC(=O)C1=CC2=C(OCO2)C(=C1)O (7-Hydroxy-benzo[1,3]dioxole-5-carboxylic acid ethyl ester), ClC1=C(C=CC(=C1)Cl)CCO (2-(2,4-Dichlorophenyl)-ethanol), C1(=CC=CC=C1)P(C1=CC=CC=C1)C1=CC=CC=C1 (triphenylphosphine), CCOC(=O)/N=N/C(=O)OCC (DEAD). Run in O1CCCC1 (tetrahydrofuran). Conditions: time 16 hour. The product is C(C)OC(=O)C1=CC2=C(OCO2)C(=C1)OCCC1=C(C=C(C=C1)Cl)Cl (7-[2-(2,4-Dichloro-phenyl)-ethoxy]-benzo[1,3]dioxole-5-carboxylic acid ethyl ester). As a reaction SMILES: [CH2:1]([O:3][C:4]([C:6]1[CH:14]=[C:13]([OH:15])[C:9]2[O:10][CH2:11][O:12][C:8]=2[CH:7]=1)=[O:5])[CH3:2].[Cl:16][C:17]1[CH:22]=[C:21]([Cl:23])[CH:20]=[CH:19][C:18]=1[CH2:24][CH2:25]O.C1(P(C2C=CC=CC=2)C2C=CC=CC=2)C=CC=CC=1.CCOC(/N=N/C(OCC)=O)=O>O1CCCC1>[CH2:1]([O:3][C:4]([C:6]1[CH:14]=[C:13]([O:15][CH2:25][CH2:24][C:18]2[CH:19]=[CH:20][C:21]([Cl:23])=[CH:22][C:17]=2[Cl:16])[C:9]2[O:10][CH2:11][O:12][C:8]=2[CH:7]=1)=[O:5])[CH3:2]. Procedure details: 410 mg (1.95 mmol) of 7-Hydroxy-benzo[1,3]dioxole-5-carboxylic acid ethyl ester was dissolved in 20 ml of anhydrous tetrahydrofuran. To this solution was added 410 mg (2.15 mmol) of 2-(2,4-Dichlorophenyl)-ethanol, 1.9 g (equivalent to 5.85 mmol PPh3) of triphenylphosphine derivatized polystyrene and 1.0 g (5.85 mmol) of DEAD. The solution was shaken for 16 h at RT. The polymer was filtered off and washed with ethyl acetate. The solvent was removed under reduced pressure. The residue was taken-up... The reactants are C1(=CC=CC=C1)NC(=O)NC1=CC=CC=C1 (N,N'-diphenyl urea), NC(=O)N (urea), C(C)O (ethanol), N (ammonia). The reagents and catalysts are CCCCCCCC(=O)[O-].CCCCCCCC(=O)[O-].[Zn+2] (zinc octoate). Yields the product C(C)OC(NC1=CC=CC=C1)=O (N-phenyl carbamic acid ethyl ester). RXN SMILES: C1(N[C:8]([NH:10][C:11]2[CH:16]=[CH:15][CH:14]=[CH:13][CH:12]=2)=[O:9])C=CC=CC=1.NC(N)=O.N.[CH2:22]([OH:24])[CH3:23]>CCCCCCCC([O-])=O.CCCCCCCC([O-])=O.[Zn+2]>[CH2:22]([O:24][C:8](=[O:9])[NH:10][C:11]1[CH:12]=[CH:13][CH:14]=[CH:15][CH:16]=1)[CH3:23] |f:4.5.6|. Procedure: Following the procedure of Example 1, 573 g of N,N'-diphenyl urea and 2080 g of ethanol (approximately 96%) were reacted for 1.5 hours at 190° C. in the pressure apparatus described in Example 1. After cooling this mixture, 162 g of urea and 5.8 g of zinc octoate were added to the pressure reactor and then reacted for 5.5 hours at 200° C. with removal of the ammonia formed. After cooling and venting of the apparatus, the reaction mixture was removed, filtered and subjected to fractional distilla... The reactants are C(C)(C)(C)OC(C1=C(C=C(C=C1)C1=NOC(C1=NO)(C(F)(F)F)C1=CC(=CC(=C1)Cl)Cl)C)=O (4-{5-(3,5-dichloro-phenyl)-4-hydroxyimino-5-trifluoromethyl-4,5-dihydro-isoxazol-3-yl}-2-methyl-benzoic acid tert-butyl ester), FC(C(=O)O)(F)F (trifluoroacetic acid), FC(C(=O)O)(F)F (trifluoroacetic acid). Run in C(C)(=O)OCC (ethyl acetate), O (water), ClCCl (dichloromethane). Run at time 8 hour. Yields the product ClC=1C=C(C=C(C1)Cl)C1(C(C(=NO1)C1=CC(=C(C(=O)O)C=C1)C)=NO)C(F)(F)F (4-[5-(3,5-dichloro-phenyl)-4-hydroxyimino-5-trifluoromethyl-4,5-dihydro-isoxazol-3-yl]-2-methyl-benzoic acid). The yield is 98.3%. RXN SMILES: C([O:5][C:6](=[O:33])[C:7]1[CH:12]=[CH:11][C:10]([C:13]2[C:17](=[N:18][OH:19])[C:16]([C:24]3[CH:29]=[C:28]([Cl:30])[CH:27]=[C:26]([Cl:31])[CH:25]=3)([C:20]([F:23])([F:22])[F:21])[O:15][N:14]=2)=[CH:9][C:8]=1[CH3:32])(C)(C)C.FC(F)(F)C(O)=O>ClCCl.C(OCC)(=O)C.O>[Cl:31][C:26]1[CH:25]=[C:24]([C:16]2([C:20]([F:22])([F:21])[F:23])[O:15][N:14]=[C:13]([C:10]3[CH:11]=[CH:12][C:7]([C:6]([OH:33])=[O:5])=[C:8]([CH3:32])[CH:9]=3)[C:17]2=[N:18][OH:19])[CH:29]=[C:28]([Cl:30])[CH:27]=1. Procedure details: To a solution of 4-[5-(3,5-dichloro-phenyl)-4-hydroxyimino-5-trifluoromethyl-4,5-dihydro-isoxazol-3-yl]-2-methyl-benzoic acid tert-butyl ester (Example 13.2) (634 mg) in dichloromethane (4 ml) was added trifluoroacetic acid (“TFA”) (0.2 ml) and the reaction mixture was stirred at ambient temperature for 8 hours. Further trifluoroacetic acid (0.2 ml) was added and the reaction mixture was stirred at ambient temperature for 16 hours. The reaction mixture was diluted with ethyl acetate and water an...